Dataset: the Open Reaction Database (ORD), a public repository of structured organic reaction records. Task: describe an organic reaction: reactants, conditions, products, and yield Starting materials: Cc1cn(Cc2ccccc2)c(=O)n(Cc2ccccc2)c1=O, O=C[O-], [NH4+]. Product: Cc1c[nH]c(=O)n(Cc2ccccc2)c1=O. RXN SMILES: [CH2:1]([c:2]1[cH:3][cH:4][cH:5][cH:6][cH:7]1)[n:8]1[c:9](=[O:23])[n:10]([CH2:16][c:17]2[cH:18][cH:19][cH:20][cH:21][cH:22]2)[c:11](=[O:15])[c:12]([CH3:14])[cH:13]1.[CH:24]([O-:25])=[O:26].[NH4+:27]>>[nH:8]1[c:9](=[O:23])[n:10]([CH2:16][c:17]2[cH:18][cH:19][cH:20][cH:21][cH:22]2)[c:11](=[O:15])[c:12]([CH3:14])[cH:13]1. The reactants are [Na+], [OH-], O=P(Cl)(Cl)Cl, CC(Nc1nccc(-c2cc(O)nnc2-c2cccc(C(F)(F)F)c2)n1)c1ccccc1. Product: CC(Nc1nccc(-c2cc(Cl)nnc2-c2cccc(C(F)(F)F)c2)n1)c1ccccc1. As a reaction SMILES: [Na+:34].[OH-:33].[P:35]([Cl:36])([Cl:37])([Cl:38])=[O:39].[c:1]1([CH:7]([CH3:8])[NH:9][c:10]2[n:11][cH:12][cH:13][c:14](-[c:16]3[cH:17][c:18]([OH:32])[n:19][n:20][c:21]3-[c:22]3[cH:23][c:24]([C:28]([F:29])([F:30])[F:31])[cH:25][cH:26][cH:27]3)[n:15]2)[cH:2][cH:3][cH:4][cH:5][cH:6]1>>[c:1]1([CH:7]([CH3:8])[NH:9][c:10]2[n:11][cH:12][cH:13][c:14](-[c:16]3[cH:17][c:18]([Cl:37])[n:19][n:20][c:21]3-[c:22]3[cH:23][c:24]([C:28]([F:29])([F:30])[F:31])[cH:25][cH:26][cH:27]3)[n:15]2)[cH:2][cH:3][cH:4][cH:5][cH:6]1. Starting materials: C(C)(C)(C)OC(CC[C@@H](C(=O)N1CCN(CC1)C1=CC(=CC=C1)OC)NC(=O)OCC1=CC=CC=C1)=O ((S)-4-benzyloxycarbonylamino-5-[4-(3-methoxy-phenyl)-piperazin-1-yl]-5-oxo-pentanoic acid tert-butyl ester). Reagents/catalysts: [Pd] (Pd/C). The solvent is CCO (EtOH). Run at time 12 hour. The product is C(C)(C)(C)OC(CC[C@@H](C(=O)N1CCN(CC1)C1=CC(=CC=C1)OC)N)=O ((S)-4-Amino-5-[4-(3-methoxy-phenyl)-piperazin-1-yl]-5-oxo-pentanoic acid tert-butyl ester). RXN SMILES: [C:1]([O:5][C:6](=[O:37])[CH2:7][CH2:8][C@H:9]([NH:26]C(OCC1C=CC=CC=1)=O)[C:10]([N:12]1[CH2:17][CH2:16][N:15]([C:18]2[CH:23]=[CH:22][CH:21]=[C:20]([O:24][CH3:25])[CH:19]=2)[CH2:14][CH2:13]1)=[O:11])([CH3:4])([CH3:3])[CH3:2]>CCO.[Pd]>[C:1]([O:5][C:6](=[O:37])[CH2:7][CH2:8][C@H:9]([NH2:26])[C:10]([N:12]1[CH2:17][CH2:16][N:15]([C:18]2[CH:23]=[CH:22][CH:21]=[C:20]([O:24][CH3:25])[CH:19]=2)[CH2:14][CH2:13]1)=[O:11])([CH3:2])([CH3:4])[CH3:3]. Procedure: To a solution of 4.00 g (S)-4-benzyloxycarbonylamino-5-[4-(3-methoxy-phenyl)-piperazin-1-yl]-5-oxo-pentanoic acid tert-butyl ester in 60 ml EtOH were added 0.7 g Pd/C (10%) and the suspension stirred under an atmosphere of hydrogen (3 bar) for 12 h. The reaction mixture was filtrated over Celite and washed with EtOH. The title compound was used without further purification after evaporation of the solvent. Yield: 2.90 g. Starting materials: ClC1=NC(=NC=C1)NC1=CC(=CC=C1)Cl (4-chloro-N-(3-chlorophenyl)pyrimidin-2-amine), NCC1N(CCCC1)C(=O)OC(C)(C)C (tert-butyl 2-(aminomethyl)-piperidine-1-carboxylate), C(C)(C)N(CC)C(C)C (diisopropylethyl-amine). Solvent: C1CCOC1 (THF). Product: C(C)(C)(C)OC(=O)N1C(CCCC1)CNC1=NC(=NC=C1)NC1=CC(=CC=C1)Cl (2-{[2-(3-chlorophenylamino)pyrimidin-4-ylamino]methyl}-piperidine-1-carboxylic acid tert-butyl ester). The yield is 51.3%. Reaction SMILES: Cl[C:2]1[CH:7]=[CH:6][N:5]=[C:4]([NH:8][C:9]2[CH:14]=[CH:13][CH:12]=[C:11]([Cl:15])[CH:10]=2)[N:3]=1.[NH2:16][CH2:17][CH:18]1[CH2:23][CH2:22][CH2:21][CH2:20][N:19]1[C:24]([O:26][C:27]([CH3:30])([CH3:29])[CH3:28])=[O:25].C(N(C(C)C)CC)(C)C>C1COCC1>[C:27]([O:26][C:24]([N:19]1[CH2:20][CH2:21][CH2:22][CH2:23][CH:18]1[CH2:17][NH:16][C:2]1[CH:7]=[CH:6][N:5]=[C:4]([NH:8][C:9]2[CH:14]=[CH:13][CH:12]=[C:11]([Cl:15])[CH:10]=2)[N:3]=1)=[O:25])([CH3:30])([CH3:29])[CH3:28]. Procedure: To a solution of 4-chloro-N-(3-chlorophenyl)pyrimidin-2-amine (300 mg, 1.25 mmol) and tert-butyl 2-(aminomethyl)-piperidine-1-carboxylate (540 mg, 2.50 mmol) in THF (10 mL) is added diisopropylethyl-amine (0.43 mL, 2.50 mmol). The reaction is heated at reflux for 18 hours and then cooled to room temperature. The crude reaction is partitioned between EtOAc and sat. NaHCO3. The organic layer is dried (MgSO4), concentrated in vacuo, and purified over silica (MeOH/CH2Cl2) to afford 268 mg (51% yield... The reactants are CC(C)CCN1CCN(C(=O)OC(C)(C)C)C(C(O)C(Cc2ccccc2)N=C(c2ccccc2)c2ccccc2)C1, CO, [H][H]. Yields the product CC(C)CCN1CCN(C(=O)OC(C)(C)C)C(C(O)C(N)Cc2ccccc2)C1. As a reaction SMILES: [C:1]([CH3:2])([CH3:3])([CH3:4])[O:5][C:6](=[O:7])[N:8]1[CH:9]([CH:19]([CH:20]([CH2:21][c:22]2[cH:23][cH:24][cH:25][cH:26][cH:27]2)[N:28]=[C:29]([c:30]2[cH:31][cH:32][cH:33][cH:34][cH:35]2)[c:36]2[cH:37][cH:38][cH:39][cH:40][cH:41]2)[OH:42])[CH2:10][N:11]([CH2:14][CH2:15][CH:16]([CH3:17])[CH3:18])[CH2:12][CH2:13]1.[CH3:45][OH:46].[H:43][H:44]>>[C:1]([CH3:2])([CH3:3])([CH3:4])[O:5][C:6](=[O:7])[N:8]1[CH:9]([CH:19]([CH:20]([CH2:21][c:22]2[cH:23][cH:24][cH:25][cH:26][cH:27]2)[NH2:28])[OH:42])[CH2:10][N:11]([CH2:14][CH2:15][CH:16]([CH3:17])[CH3:18])[CH2:12][CH2:13]1.